From a dataset of the Open Reaction Database (ORD), a public repository of structured organic reaction records. describe an organic reaction: reactants, conditions, products, and yield The reactants are C1CCOC1, CCO, Cl, [Li+], [OH-], O, CCCc1cc(-c2nc3c(s2)CCCO3)ccc1OCCCSc1ccc2c(c1)CCC2CC(=O)OCC. Yields the product CCCc1cc(-c2nc3c(s2)CCCO3)ccc1OCCCSc1ccc2c(c1)CCC2CC(=O)O. As a reaction SMILES: [CH2:45]1[O:46][CH2:47][CH2:48][CH2:49]1.[CH3:39][CH2:40][OH:41].[ClH:44].[Li+:43].[OH-:42].[OH2:50].[s:1]1[c:2](-[c:10]2[cH:11][c:12]([CH2:36][CH2:37][CH3:38])[c:13]([O:14][CH2:15][CH2:16][CH2:17][S:18][c:19]3[cH:20][c:21]4[c:25]([cH:26][cH:27]3)[CH:24]([CH2:28][C:29](=[O:30])[O:31][CH2:32][CH3:33])[CH2:23][CH2:22]4)[cH:34][cH:35]2)[n:3][c:4]2[c:5]1[CH2:6][CH2:7][CH2:8][O:9]2>>[s:1]1[c:2](-[c:10]2[cH:11][c:12]([CH2:36][CH2:37][CH3:38])[c:13]([O:14][CH2:15][CH2:16][CH2:17][S:18][c:19]3[cH:20][c:21]4[c:25]([cH:26][cH:27]3)[CH:24]([CH2:28][C:29](=[O:30])[OH:31])[CH2:23][CH2:22]4)[cH:34][cH:35]2)[n:3][c:4]2[c:5]1[CH2:6][CH2:7][CH2:8][O:9]2.